This data is from the Open Reaction Database (ORD), a public repository of structured organic reaction records. The task is: describe an organic reaction: reactants, conditions, products, and yield The reactants are CC1=CC(=C(C(=O)O)C=C1)C1=CC=CC=C1 (4-methyl-2-phenylbenzoic acid), BrN1C(CCC1=O)=O (N-bromosuccinimide), C(C)(=O)OCC (ethyl acetate). The reagents and catalysts are N(=NC(C#N)(C)C)C(C#N)(C)C (2,2′-azobisisobutyronitrile). Run in C(Cl)(Cl)(Cl)Cl (carbon tetrachloride). Yields the product BrCC1=CC(=C(C(=O)O)C=C1)C1=CC=CC=C1 (4-bromomethyl-2-phenylbenzoic acid). Yield: 99.3%. As a reaction SMILES: [CH3:1][C:2]1[CH:10]=[CH:9][C:5]([C:6]([OH:8])=[O:7])=[C:4]([C:11]2[CH:16]=[CH:15][CH:14]=[CH:13][CH:12]=2)[CH:3]=1.[Br:17]N1C(=O)CCC1=O.C(OCC)(=O)C>C(Cl)(Cl)(Cl)Cl.N(C(C)(C)C#N)=NC(C)(C)C#N>[Br:17][CH2:1][C:2]1[CH:10]=[CH:9][C:5]([C:6]([OH:8])=[O:7])=[C:4]([C:11]2[CH:16]=[CH:15][CH:14]=[CH:13][CH:12]=2)[CH:3]=1. Procedure: A mixture of 4-methyl-2-phenylbenzoic acid (1.66 g, 7.82 mmol), prepared as in Example 227B, N-bromosuccinimide (1.40 g, 8.21 mmol) and 2,2′-azobisisobutyronitrile (25 mg) in carbon tetrachloride (30 mL) was stirred at reflux for 1 hour. The reaction mixture was poured into ethyl acetate and extracted with water (3×) and brine, dried, filtered, and concentrated in vacuo to give 4-bromomethyl-2-phenylbenzoic acid (2.26 g). The yield is 82.6%. Run in C(C)O (ethanol). Run at temperature 70 celsius. Product: ClC1=C(C=C(C=C1)C1=C(N=C(S1)N)C)S(=O)(=O)C (5-(4-chloro-3-methanesulfonyl-phenyl)-4-methyl-thiazol-2-ylamine). As a reaction SMILES: Br[CH:2]([C:6]1[CH:11]=[CH:10][C:9]([Cl:12])=[C:8]([S:13]([CH3:16])(=[O:15])=[O:14])[CH:7]=1)[C:3](=O)[CH3:4].[NH2:17][C:18]([NH2:20])=[S:19]>C(O)C>[Cl:12][C:9]1[CH:10]=[CH:11][C:6]([C:2]2[S:19][C:18]([NH2:20])=[N:17][C:3]=2[CH3:4])=[CH:7][C:8]=1[S:13]([CH3:16])(=[O:15])=[O:14]. The reactants are BrC(C(C)=O)C1=CC(=C(C=C1)Cl)S(=O)(=O)C (1-bromo-1-(4-chloro-3-methanesulfonyl-phenyl)-propan-2-one), NC(=S)N (thiourea). Reported procedure: 1-bromo-1-(4-chloro-3-methanesulfonyl-phenyl)-propan-2-one (480 mg 1.5 mmol) and thiourea (114 mg 1.5 mmol) were combined in ethanol (12 ml) and heated to 70° C. for 2 hours. The reaction mixture was allowed to cool to room temperature and the solid product was collected by filtration and dried under vacuum to yield 5-(4-chloro-3-methanesulfonyl-phenyl)-4-methyl-thiazol-2-ylamine as an off-white solid (375 mg). 1H NMR (400 MHz DMSO-d6) δ 9.4 (br s, 2H), 8.0 (d, 1H), 7.9 (d, 1H), 7.8 (dd, 1H), 3.... Reactants: ClC1=C(C=C(CO)C=C1)S(=O)(=O)C (4-Chloro-3-(methylsulfonyl)benzyl alcohol). The reagents and catalysts are [O-2].[Mn+4].[O-2] (manganese(IV) oxide). Solvent: ClCCl (dichloromethane). Conditions: temperature 25 celsius, time 15 minute. Product: ClC1=C(C=C(C=O)C=C1)S(=O)(=O)C (4-Chloro-3-(methylsulfonyl)benzaldehyde). RXN SMILES: [Cl:1][C:2]1[CH:9]=[CH:8][C:5]([CH2:6][OH:7])=[CH:4][C:3]=1[S:10]([CH3:13])(=[O:12])=[O:11]>ClCCl.[O-2].[Mn+4].[O-2]>[Cl:1][C:2]1[CH:9]=[CH:8][C:5]([CH:6]=[O:7])=[CH:4][C:3]=1[S:10]([CH3:13])(=[O:11])=[O:12] |f:2.3.4|. Procedure: 4-Chloro-3-(methylsulfonyl)benzyl alcohol (1.0 g) was dissolved in dichloromethane (20 mL) and then active manganese(IV) oxide (4.2 g) was added and the mixture was stirred for 15 min at 22-28° C. The solid was removed by filtration and the filtrate was evaporated to dryness (yield 0.76 g). 1H-NMR (400 MHz, DMSO-d6) d=3.44 (s, 3H), 8.00 (d, J=8.2 Hz, 1H), 8.23 (dd, J=8.2 Hz, 2.2 Hz, 1H), 8.53 (d, J=2.2 Hz, 1H), 10.12 (s, 1H). The reactants are C1(=CC=CC=C1)C1=CC=C(C=C1)O (4-phenylphenol), C(=O)([O-])[O-].[K+].[K+] (K2CO3), alkyl bromide, CC(=O)C (acetone). Reaction conditions: temperature 55 celsius, time 8 hour. Product: C(C=C)OC1=CC=C(C=C1)C1=CC=CC=C1 (4-allyloxybiphenyl). Reaction SMILES: [C:1]1([C:7]2[CH:12]=[CH:11][C:10]([OH:13])=[CH:9][CH:8]=2)[CH:6]=[CH:5][CH:4]=[CH:3][CH:2]=1.C([O-])([O-])=O.[K+].[K+].[CH3:20][C:21]([CH3:23])=O>>[CH2:23]([O:13][C:10]1[CH:9]=[CH:8][C:7]([C:1]2[CH:2]=[CH:3][CH:4]=[CH:5][CH:6]=2)=[CH:12][CH:11]=1)[CH:21]=[CH2:20] |f:1.2.3|. Procedure: To a solution of 4-phenylphenol (1 eq) in acetone, K2CO3 (2 eq) and alkyl bromide (1.2 eq) were added and the mixture reaction was stirred at 55° C. overnight. Quenched with water and extracted with ethyl acetate. The organic layer was dried (MgSO4) and concentrated to give 4-allyloxybiphenyl. This crude product was dissolved in Me2NPh and heated to reflux for 6 hours and then stirred at room temperature over 3 days. Refluxed again for 8 hours and then poured into and ice-cold HCl 1M solution, e...